From a dataset of the Open Reaction Database (ORD), a public repository of structured organic reaction records. describe an organic reaction: reactants, conditions, products, and yield Yields the product N1=CN(C2=NC=CC=C21)COCCO (2-[(3H-imidazo[4,5-b]pyridin-3-yl)methoxy]-ethanol). Procedure details: 0.79 g (3.36 mmol) acetic acid 2-(3H-imidazo[4,5-b]pyridin-3-ylmethoxy)-ethyl ester were dissolved in 10 ml methanol and 10 mg (1.85 mmol) sodium methoxide were added. The mixture was stirred at room temperature for 3 hours. The orange mixture was concentrated in vacuo to afford 0.64 g (99%) of crude product. MS (EI): 193.2, 163.2, 148.2, 133.2. As a reaction SMILES: [N:1]1[C:9]2[C:4](=[N:5][CH:6]=[CH:7][CH:8]=2)[N:3]([CH2:10][O:11][CH2:12][CH2:13][O:14]C(=O)C)[CH:2]=1.C[O-].[Na+]>CO>[N:1]1[C:9]2[C:4](=[N:5][CH:6]=[CH:7][CH:8]=2)[N:3]([CH2:10][O:11][CH2:12][CH2:13][OH:14])[CH:2]=1 |f:1.2|. The solvent is CO (methanol). The yield is 98.6%. Reaction conditions: time 3 hour. The reactants are N1=CN(C2=NC=CC=C21)COCCOC(C)=O (acetic acid 2-(3H-imidazo[4,5-b]pyridin-3-ylmethoxy)-ethyl ester), C[O-].[Na+] (sodium methoxide). Starting materials: Cl (hydrochloric acid), C(C)(C)(C)N (tert-butylamine), ClS(=O)(=O)C1=C(C(=O)OC)C(=CC=C1)[N+](=O)[O-] (methyl 2-(chlorosulfonyl)-6-nitrobenzoate), ice water. Run in ClCCl (dichloromethane). Reaction conditions: time 2 hour. The product is C(C)(C)(C)NS(=O)(=O)C1=C(C(=O)OC)C(=CC=C1)[N+](=O)[O-] (Methyl 2-[(tert-butylamino)sulfonyl]-6-nitrobenzoate). Reaction SMILES: [C:1]([NH2:5])([CH3:4])([CH3:3])[CH3:2].Cl[S:7]([C:10]1[CH:19]=[CH:18][CH:17]=[C:16]([N+:20]([O-:22])=[O:21])[C:11]=1[C:12]([O:14][CH3:15])=[O:13])(=[O:9])=[O:8].Cl>ClCCl>[C:1]([NH:5][S:7]([C:10]1[CH:19]=[CH:18][CH:17]=[C:16]([N+:20]([O-:22])=[O:21])[C:11]=1[C:12]([O:14][CH3:15])=[O:13])(=[O:8])=[O:9])([CH3:4])([CH3:3])[CH3:2]. Procedure details: At 0° C., 1.4 ml (13.3 mmol) of tert-butylamine are added dropwise to a solution of 1.00 g (3.58 mmol) of methyl 2-(chlorosulfonyl)-6-nitrobenzoate in 8 ml of dichloromethane, and the reaction mixture is then allowed to warm to room temperature. After 2 h, the reaction mixture is poured into ice-water, adjusted to pH 3 using 2 N aqueous hydrochloric acid and extracted with dichloromethane. The organic phase is then dried over sodium sulfate, filtered off and concentrated to dryness under reduced... Reactants: C(C)N(C(=O)Cl)CC (diethylcarbamoyl chloride), CC1COC2=C1C=CC(=C2)OC2=NC=C(C=C2)N (2-(3-Methyl-2,3-dihydro-6-benzofuryloxy)-5-aminopyridine), CN(C(=O)Cl)C (dimethylcarbamoyl chloride), C1(=CC=CC=C1)C (toluene), C1(=CC=CC=C1)C (toluene). Solvent: N1=CC=CC=C1 (pyridine), C(C)(=O)OCC (ethyl acetate), O (Water). Run at time 9 hour. Product: CN(C(=O)NC=1C=CC(=NC1)OC1=CC2=C(C(CO2)C)C=C1)C (1,1-dimethyl-3-[2-(3-methyl-2,3-dihydro-6-benzofuryloxy)pyridin-5-yl]urea). The yield is 97.4%. As a reaction SMILES: [CH3:1][CH:2]1[C:6]2[CH:7]=[CH:8][C:9]([O:11][C:12]3[CH:17]=[CH:16][C:15]([NH2:18])=[CH:14][N:13]=3)=[CH:10][C:5]=2[O:4][CH2:3]1.[CH3:19][N:20]([CH3:24])[C:21](Cl)=[O:22].C1(C)C=CC=CC=1.C(N(CC)C(Cl)=O)C>N1C=CC=CC=1.C(OCC)(=O)C.O>[CH3:19][N:20]([CH3:24])[C:21]([NH:18][C:15]1[CH:16]=[CH:17][C:12]([O:11][C:9]2[CH:8]=[CH:7][C:6]3[CH:2]([CH3:1])[CH2:3][O:4][C:5]=3[CH:10]=2)=[N:13][CH:14]=1)=[O:22]. Reported procedure: 2-(3-Methyl-2,3-dihydro-6-benzofuryloxy)-5-aminopyridine (0.5 g) was dissolved in 2.5 ml of pyridine, and a solution of composed 0.27 g of dimethylcarbamoyl chloride and 2.5 ml of toluene was added. A solution composed of 0.27 g of diethylcarbamoyl chloride and 2.5 ml of toluene was added, and the mixture was stirred at room temperature for 9 hours. Water and ethyl acetate were added to the reaction mixture, and the organic layer was separated. The organic layer was washed with a saturated aqueo... Reactants: CC1=C(C=CC=C1O)C(=O)N[C@@H](CSC=2C=CC=CC2)[C@@H](CN3C[C@H]4CCCC[C@H]4C[C@H]3C(=O)NC(C)(C)C)O (Nelfinavir), CS(=O)(=O)O (methanesulfonic acid), CC(CCC)=O (2-pentanone). Run in C1CCOC1 (THF). Yields the product CC1=C(C=CC=C1O)C(=O)N[C@@H](CSC=2C=CC=CC2)[C@@H](CN3C[C@H]4CCCC[C@H]4C[C@H]3C(=O)NC(C)(C)C)O.CS(=O)(=O)O (Nelfinavir Mesylate). Reaction SMILES: [CH3:1][C:2]1[C:7]([OH:8])=[CH:6][CH:5]=[CH:4][C:3]=1[C:9]([NH:11][C@H:12]([C@H:21]([OH:40])[CH2:22][N:23]1[C@H:32]([C:33]([NH:35][C:36]([CH3:39])([CH3:38])[CH3:37])=[O:34])[CH2:31][C@H:30]2[C@H:25]([CH2:26][CH2:27][CH2:28][CH2:29]2)[CH2:24]1)[CH2:13][S:14][C:15]1[CH:16]=[CH:17][CH:18]=[CH:19][CH:20]=1)=[O:10].[CH3:41][S:42]([OH:45])(=[O:44])=[O:43].CC(=O)CCC>C1COCC1>[CH3:1][C:2]1[C:7]([OH:8])=[CH:6][CH:5]=[CH:4][C:3]=1[C:9]([NH:11][C@H:12]([C@H:21]([OH:40])[CH2:22][N:23]1[C@H:32]([C:33]([NH:35][C:36]([CH3:38])([CH3:37])[CH3:39])=[O:34])[CH2:31][C@H:30]2[C@H:25]([CH2:26][CH2:27][CH2:28][CH2:29]2)[CH2:24]1)[CH2:13][S:14][C:15]1[CH:20]=[CH:19][CH:18]=[CH:17][CH:16]=1)=[O:10].[CH3:41][S:42]([OH:45])(=[O:44])=[O:43] |f:4.5|. Reported procedure: Nelfinavir base (25 g) is suspended in THF (75 ml), and methanesulfonic acid (4.25 g) is added at temperature of 26° C. to 40° C. over 30 min. The reaction mixture is maintained at 40° C. to 45° C. for 1 hr to get clear solution. The obtained clear solution is cooled to 28° C. to 32° C. and 2-pentanone (145 ml) is added over 30 min, mixed at temperature of 28° C. to 32° C. for 1 hrs. The reaction mass is cooled and maintained at 0° C. to 5° C. for 2 hr. The precipitated solid is filtered, washed... As a reaction SMILES: [CH3:38][OH:39].[ClH:37].[Na+:36].[OH-:35].[OH2:40].[OH2:41].[c:1]1(-[c:29]2[cH:30][cH:31][cH:32][cH:33][cH:34]2)[cH:2][cH:3][c:4](-[c:7]2[cH:8][c:9]3[c:10]([nH:11][c:12]([O:14][c:15]4[cH:16][cH:17][c:18]([CH3:25])[c:19]([C:20](=[O:21])[O:22][CH3:23])[cH:24]4)[n:13]3)[cH:26][c:27]2[Cl:28])[cH:5][cH:6]1>>[c:1]1(-[c:29]2[cH:30][cH:31][cH:32][cH:33][cH:34]2)[cH:2][cH:3][c:4](-[c:7]2[cH:8][c:9]3[c:10]([nH:11][c:12]([O:14][c:15]4[cH:16][cH:17][c:18]([CH3:25])[c:19]([C:20](=[O:21])[OH:22])[cH:24]4)[n:13]3)[cH:26][c:27]2[Cl:28])[cH:5][cH:6]1. Starting materials: CO, Cl, [Na+], [OH-], O, O, COC(=O)c1cc(Oc2nc3cc(-c4ccc(-c5ccccc5)cc4)c(Cl)cc3[nH]2)ccc1C. The product is Cc1ccc(Oc2nc3cc(-c4ccc(-c5ccccc5)cc4)c(Cl)cc3[nH]2)cc1C(=O)O.